describe an organic reaction: reactants, conditions, products, and yield From a dataset of the Open Reaction Database (ORD), a public repository of structured organic reaction records. The reactants are CCO, ClC(Cl)Cl, Clc1ccncc1, [N-]=[N+]=[N-], [Na+], [Na+], [OH-]. Yields the product [N-]=[N+]=Nc1ccncc1. As a reaction SMILES: [CH3:14][CH2:15][OH:16].[CH:17]([Cl:18])([Cl:19])[Cl:20].[Cl:1][c:2]1[cH:3][cH:4][n:5][cH:6][cH:7]1.[N-:9]=[N+:10]=[N-:11].[Na+:13].[Na+:8].[OH-:12]>>[c:2]1([N:9]=[N+:10]=[N-:11])[cH:3][cH:4][n:5][cH:6][cH:7]1. The reactants are CC(Br)C(=O)c1ccc(Cl)cc1, CCOC(=O)CN, CC#N, CCN(C(C)C)C(C)C, Cl. The product is CCOC(=O)CNC(C)C(=O)c1ccc(Cl)cc1. RXN SMILES: [Br:1][CH:2]([C:3](=[O:4])[c:5]1[cH:6][cH:7][c:8]([Cl:11])[cH:9][cH:10]1)[CH3:12].[CH2:14]([CH3:15])[O:16][C:17]([CH2:18][NH2:19])=[O:20].[CH3:30][C:31]#[N:32].[CH:21]([N:22]([CH2:23][CH3:24])[CH:25]([CH3:26])[CH3:27])([CH3:28])[CH3:29].[ClH:13]>>[CH:2]([C:3](=[O:4])[c:5]1[cH:6][cH:7][c:8]([Cl:11])[cH:9][cH:10]1)([CH3:12])[NH:19][CH2:18][C:17]([O:16][CH2:14][CH3:15])=[O:20]. Starting materials: [Al+3], COC(=O)CCc1ccccc1OCCCCCOC(C)=O, CC(=O)Cl, [Cl-], [Cl-], [Cl-], ClCCl. The product is COC(=O)CCc1cc(C(C)=O)ccc1OCCCCCOC(C)=O. RXN SMILES: [Al+3:28].[CH3:1][O:2][C:3]([CH2:4][CH2:5][c:6]1[c:7]([O:12][CH2:13][CH2:14][CH2:15][CH2:16][CH2:17][O:18][C:19]([CH3:20])=[O:21])[cH:8][cH:9][cH:10][cH:11]1)=[O:22].[CH3:23][C:24]([Cl:25])=[O:26].[Cl-:27].[Cl-:29].[Cl-:30].[Cl:31][CH2:32][Cl:33]>>[CH3:1][O:2][C:3]([CH2:4][CH2:5][c:6]1[c:7]([O:12][CH2:13][CH2:14][CH2:15][CH2:16][CH2:17][O:18][C:19]([CH3:20])=[O:21])[cH:8][cH:9][c:10]([C:24]([CH3:23])=[O:26])[cH:11]1)=[O:22].